The task is: describe an organic reaction: reactants, conditions, products, and yield. This data is from the Open Reaction Database (ORD), a public repository of structured organic reaction records. Starting materials: OC(CC(=O)OC)CC(C=CC=CC)O (Methyl 3,5-dihydroxy-6,8-decadienoate), C1(CCCCC1)=O (cyclohexanone). The reagents and catalysts are C1(=CC=C(C=C1)S(=O)(=O)O)C (p-toluenesulfonic acid). Reaction conditions: time 16 hour. Product: C(=CC=CC)[C@@H]1C[C@@H](OC2(O1)CCCCC2)CC(=O)OC (Methyl cis-4-(1,3-pentadienyl)-1,5-dioxaspiro[5.5]undecane-2-acetate). The yield is 33.7%. Reaction SMILES: [OH:1][CH:2]([CH2:8][CH:9]([OH:15])[CH:10]=[CH:11][CH:12]=[CH:13][CH3:14])[CH2:3][C:4]([O:6][CH3:7])=[O:5].[C:16]1(=O)[CH2:21][CH2:20][CH2:19][CH2:18][CH2:17]1>C1(C)C=CC(S(O)(=O)=O)=CC=1>[CH:10]([C@H:9]1[O:15][C:16]2([CH2:21][CH2:20][CH2:19][CH2:18][CH2:17]2)[O:1][C@@H:2]([CH2:3][C:4]([O:6][CH3:7])=[O:5])[CH2:8]1)=[CH:11][CH:12]=[CH:13][CH3:14]. Procedure: Methyl 3,5-dihydroxy-6,8-decadienoate (7.6 g, 35.5 mmol) and p-toluenesulfonic acid (0.1 g) was added to cyclohexanone (10 g, 100 mmol) and stirred for 16 hours at ambient temperature. The yellow solution was loaded directly onto a silica gel column and the product eluted with diethyl ether:hexane (1:4). The appropriate fractions were combined to give 3.52 g (33.6%) of the title compound as a colorless oil. The reactants are [BH4-], Cc1ccc(OCc2ccc(Br)cc2)c(CCN)n1, CCO, COC(=O)c1ccc(C=O)cc1, [Na+], O. The product is COC(=O)c1ccc(CNCCc2nc(C)ccc2OCc2ccc(Br)cc2)cc1. RXN SMILES: [BH4-:32].[Br:1][c:2]1[cH:3][cH:4][c:5]([CH2:6][O:7][c:8]2[c:9]([CH2:15][CH2:16][NH2:17])[n:10][c:11]([CH3:14])[cH:12][cH:13]2)[cH:18][cH:19]1.[CH3:35][CH2:36][OH:37].[CH:20](=[O:21])[c:22]1[cH:23][cH:24][c:25]([C:26](=[O:27])[O:28][CH3:29])[cH:30][cH:31]1.[Na+:33].[OH2:34]>>[Br:1][c:2]1[cH:3][cH:4][c:5]([CH2:6][O:7][c:8]2[c:9]([CH2:15][CH2:16][NH:17][CH2:20][c:22]3[cH:23][cH:24][c:25]([C:26](=[O:27])[O:28][CH3:29])[cH:30][cH:31]3)[n:10][c:11]([CH3:14])[cH:12][cH:13]2)[cH:18][cH:19]1.